This data is from the Open Reaction Database (ORD), a public repository of structured organic reaction records. The task is: describe an organic reaction: reactants, conditions, products, and yield Reactants: CCCC[N+](CCCC)(CCCC)CCCC, COCCCl, Cc1ccccc1, [Na+], [OH-], CON(C)C(=O)C(Cc1ccc(O)cc1)NC(=O)OC(C)(C)C, O=S(=O)([O-])O. Yields the product COCCOc1ccc(CC(NC(=O)OC(C)(C)C)C(=O)N(C)OC)cc1. As a reaction SMILES: [CH2:43]([N+:44]([CH2:45][CH2:46][CH2:47][CH3:48])([CH2:49][CH2:50][CH2:51][CH3:52])[CH2:53][CH2:54][CH2:55][CH3:56])[CH2:57][CH2:58][CH3:59].[CH3:24][O:25][CH2:26][CH2:27][Cl:28].[CH3:29][c:30]1[cH:31][cH:32][cH:33][cH:34][cH:35]1.[Na+:37].[OH-:36].[OH:1][c:2]1[cH:3][cH:4][c:5]([CH2:8][CH:9]([C:10]([N:11]([CH3:12])[O:13][CH3:14])=[O:15])[NH:16][C:17]([O:18][C:19]([CH3:20])([CH3:21])[CH3:22])=[O:23])[cH:6][cH:7]1.[S:38]([O-:39])([OH:40])(=[O:41])=[O:42]>>[O:1]([c:2]1[cH:3][cH:4][c:5]([CH2:8][CH:9]([C:10]([N:11]([CH3:12])[O:13][CH3:14])=[O:15])[NH:16][C:17]([O:18][C:19]([CH3:20])([CH3:21])[CH3:22])=[O:23])[cH:6][cH:7]1)[CH2:27][CH2:26][O:25][CH3:24]. Starting materials: 200, C1(CCCCC1)=O (cyclohexanone), C(#N)[BH3-].[Li+] (lithium cyanoborohydride), O1CCOCC1 (dioxane), Cl.NC1C(C2=CC=C(C(=C2CC1)OC)OC)=O (2-amino-5,6-dimethoxy-3,4-dihydro-1(2H)-naphthalenone hydrochloride), Cl (hydrochloric acid). Run in CO (methanol). Reaction conditions: temperature 0 celsius, time 2 hour. Yields the product Cl.C1(CCCCC1)NC1C(C2=CC=C(C(=C2CC1)OC)OC)=O (2-cyclohexylamino-5,6-dimethoxy-3,4-dihydro-1(2H)-naphthalenone hydrochloride). Reaction SMILES: [C:1]1(=O)[CH2:6][CH2:5][CH2:4][CH2:3][CH2:2]1.[ClH:8].[NH2:9][CH:10]1[CH2:19][CH2:18][C:17]2[C:12](=[CH:13][CH:14]=[C:15]([O:22][CH3:23])[C:16]=2[O:20][CH3:21])[C:11]1=[O:24].C([BH3-])#N.[Li+].O1CCOCC1.Cl>CO>[ClH:8].[CH:1]1([NH:9][CH:10]2[CH2:19][CH2:18][C:17]3[C:12](=[CH:13][CH:14]=[C:15]([O:22][CH3:23])[C:16]=3[O:20][CH3:21])[C:11]2=[O:24])[CH2:6][CH2:5][CH2:4][CH2:3][CH2:2]1 |f:1.2,3.4,8.9|. Procedure: In a mixture of 200 volume parts of dry methanol and 200 volume parts of cyclohexanone is dissolved 10 parts of 2-amino-5,6-dimethoxy-3,4-dihydro-1(2H)-naphthalenone hydrochloride and under nitrogen sparging and cooling at 0° C, there is added 9 parts of a molecular compound consisting of 1 mole lithium cyanoborohydride and 2 moles dioxane (LiBH3CN. 2C4H8O2). At a constant temperature of 5° C, the reaction mixture is stirred for 2 hours. After the addition of dilute hydrochloric acid, the methan... Reactants: OC=C1C(C2=CC(=CC=C2C1)OC)=O (2-hydroxymethylene-6-methoxy-1-indanone), N(N)C[C@H](C)O ((S)-1-hydrazino-2-propanol), C1(=CC=C(C=C1)S(=O)(=O)O)C (p-toluenesulfonic acid), O (water), C1(=CC=CC=C1)C (toluene). The product is COC1=C2C=C3N(N=CC3=C2CC=C1)C[C@H](C)O ((S)-1-(7-methoxy-1,4-dihydro-indeno[2,1-c]pyrazol-1-yl)-propan-2-ol). Yield: 92.0%. As a reaction SMILES: [OH:1][CH:2]=C1CC2C(=CC(OC)=CC=2)C1=O.[NH:15]([CH2:17][C@@H:18]([OH:20])[CH3:19])[NH2:16].[C:21]1([CH3:31])[CH:26]=[CH:25][C:24](S(O)(=O)=O)=[CH:23][CH:22]=1.O.[C:33]1([CH3:39])C=CC=C[CH:34]=1>>[CH3:2][O:1][C:22]1[CH:23]=[CH:24][CH2:25][C:26]2[C:21]=1[CH:31]=[C:39]1[C:33]=2[CH:34]=[N:16][N:15]1[CH2:17][C@@H:18]([OH:20])[CH3:19]. Procedure: A solution of 0.51 g (2.7 mmol) of 2-hydroxymethylene-6-methoxy-1-indanone, 0.29 g (3.2 mmol) of (S)-1-hydrazino-2-propanol and 50 mg of p-toluenesulfonic acid in 50 ml of anhydrous toluene was heated on a water separator for 2 hours. After concentration in a vacuum, the reaction mixture was purified by column chromatography on silica gel (ethyl acetate). 0.6 g (92%) of (S)-1-(7-methoxy-1,4-dihydro-indeno[2,1-c]pyrazol-1-yl)-propan-2-ol was obtained as a yellow solid which was used directly in t... Starting materials: [Cl-].[Na+] (sodium chloride), C(C)(=O)OC1CCC2=C(C=CC=C12)N (4-amino-1-indanyl acetate), COC1OC(CC1)OC (2,5-dimethoxytetrahydrofuran), C(Cl)(Cl)Cl (chloroform). Run in C(C)(=O)O (acetic acid). Reaction conditions: time 16 hour. The product is C(C)(=O)OC1CCC2=C(C=CC=C12)N1C=CC=C1 (4-(1-pyrrolyl)-1-indanyl acetate). The yield is 105.2%. RXN SMILES: [C:1]([O:4][CH:5]1[C:13]2[C:8](=[C:9]([NH2:14])[CH:10]=[CH:11][CH:12]=2)[CH2:7][CH2:6]1)(=[O:3])[CH3:2].CO[CH:17]1[CH2:21][CH2:20][CH:19](OC)O1.C(Cl)(Cl)Cl.[Cl-].[Na+]>C(O)(=O)C>[C:1]([O:4][CH:5]1[C:13]2[C:8](=[C:9]([N:14]3[CH:17]=[CH:21][CH:20]=[CH:19]3)[CH:10]=[CH:11][CH:12]=2)[CH2:7][CH2:6]1)(=[O:3])[CH3:2] |f:3.4|. Procedure: A stirred solution of 10.0 g (0.052 mole) of 4-amino-1-indanyl acetate (prepared as in Example 1, step F) and 7.5 g (0.056 mole) of 2,5-dimethoxytetrahydrofuran in 21.2 mL of acetic acid was heated under reflux for 3.5 hours. The reaction mixture was then allowed to cool to ambient temperature, and was stirred for 16 hours. The reaction mixture was poured into 200 mL of chloroform. An aqueous saturated solution of sodium chloride (200 mL) was added, and the mixture was stirred for 10 minutes. Th... The reactants are CON(C(CCCCCN1C(=NC=2C=NC=3C=CC=CC3C21)CCC)=O)C (N-methoxy-N-methyl-6-(2-propyl-1H-imidazo[4,5-c]quinolin-1-yl)hexanamide), C[Mg]Br (methylmagnesium bromide), solution, C1CCOC1 (THF), C[Mg]Br (methylmagnesium bromide), solution. Run in C(Cl)(Cl)Cl (chloroform), C(C)OCC (diethyl ether), C(C)OCC (diethyl ether). Product: C(CC)C=1N(C2=C(C=NC=3C=CC=CC23)N1)CCCCCC(C)=O (7-(2-propyl-1H-imidazo[4,5-c]quinolin-1-yl)heptan-2-one). Reaction SMILES: CON(C)C(=O)CCC[CH2:8][CH2:9][N:10]1[C:22]2[C:21]3[CH:20]=[CH:19][CH:18]=[CH:17][C:16]=3[N:15]=[CH:14][C:13]=2[N:12]=[C:11]1[CH2:23][CH2:24][CH3:25].[CH3:28][Mg]Br.[CH2:31]1[CH2:35][O:34][CH2:33][CH2:32]1>C(Cl)(Cl)Cl.C(OCC)C>[CH2:23]([C:11]1[N:10]([CH2:9][CH2:8][CH2:33][CH2:32][CH2:31][C:35](=[O:34])[CH3:28])[C:22]2[C:21]3[CH:20]=[CH:19][CH:18]=[CH:17][C:16]=3[N:15]=[CH:14][C:13]=2[N:12]=1)[CH2:24][CH3:25]. Procedure: To a solution of N-methoxy-N-methyl-6-(2-propyl-1H-imidazo[4,5-c]quinolin-1-yl)hexanamide (22.0 g, 59.7 mmol) in chloroform (20 mL) and THF (200 mL) in an ice bath was added dropwise a solution of methylmagnesium bromide (40 mL of a 3 M solution in diethyl ether, 120 mmol). After 1 hour another charge of methylmagnesium bromide (40 mL of a 3 M solution in diethyl ether, 120 mmol) was added, the reaction mixture stirred at room temperature for 1 more hour and then quenched by the addition of a 10... Starting materials: CC(=O)O, CNC1=Nc2ccc(Cl)cc2C(c2ccccc2Cl)=NC1, O=N[O-], [Na+]. The product is O=[N+]([O-])C=C1CN=C(c2ccccc2Cl)c2cc(Cl)ccc2N1. As a reaction SMILES: [CH3:26][C:27](=[O:28])[OH:29].[Cl:5][c:6]1[cH:7][cH:8][c:9]2[c:10]([cH:25]1)[C:11]([c:18]1[c:19]([Cl:24])[cH:20][cH:21][cH:22][cH:23]1)=[N:12][CH2:13][C:14]([NH:16][CH3:17])=[N:15]2.[N:1](=[O:2])[O-:3].[Na+:4]>>[N+:1](=[O:2])([O-:3])[CH:26]=[C:14]1[CH2:13][N:12]=[C:11]([c:18]2[c:19]([Cl:24])[cH:20][cH:21][cH:22][cH:23]2)[c:10]2[c:9]([cH:8][cH:7][c:6]([Cl:5])[cH:25]2)[NH:15]1. The reactants are [N+](=O)(OCCCCC)[O-] (Amyl nitrate), NC=1C=C2C(=C(N=NC2=CC1)C(=O)OCC)O (ethyl 6-amino-4-hydroxycinnolin-3-yl carboxylate), S1C=CC=C1 (thiophen). Product: OC1=C(N=NC2=CC=C(C=C12)C=1SC=CC1)C(=O)OCC (ethyl 4-hydroxy-6-thienylcinnolin-3-yl carboxylate). As a reaction SMILES: [N+]([O-])(OCCCCC)=O.N[C:11]1[CH:12]=[C:13]2[C:18](=[CH:19][CH:20]=1)[N:17]=[N:16][C:15]([C:21]([O:23][CH2:24][CH3:25])=[O:22])=[C:14]2[OH:26].[S:27]1[CH:31]=[CH:30][CH:29]=[CH:28]1>>[OH:26][C:14]1[C:13]2[C:18](=[CH:19][CH:20]=[C:11]([C:28]3[S:27][CH:31]=[CH:30][CH:29]=3)[CH:12]=2)[N:17]=[N:16][C:15]=1[C:21]([O:23][CH2:24][CH3:25])=[O:22]. Procedure: Amyl nitrate (1 ml.) was added to a stirred suspension of ethyl 6-amino-4-hydroxycinnolin-3-yl carboxylate (1 g.) in thiophen (100 ml.). The suspension was stirred and heated under reflux for 2 hours. The suspension was filtered whilst hot and the filtrate was evaporated, giving a brown crystalline residue. The solid was applied to a silica column (100 g. of Kieselgel 60) and eluted with a 10% v/v mixture of dry ethanol and chloroform. The appropriate fractions were evaporated, and the residue w...